From a dataset of the Open Reaction Database (ORD), a public repository of structured organic reaction records. describe an organic reaction: reactants, conditions, products, and yield The reactants are O=C([O-])[O-], C=CCn1c(N)nc(-c2cccc(F)c2)c(-c2ccc(=O)[nH]c2)c1=O, CS(C)=O, CI, [K+], [K+]. Yields the product C=CCn1c(N)nc(-c2cccc(F)c2)c(-c2ccc(=O)n(C)c2)c1=O. Reaction SMILES: [C:26](=[O:27])([O-:28])[O-:29].[CH2:1]([CH:2]=[CH2:3])[n:4]1[c:5]([NH2:25])[n:6][c:7](-[c:18]2[cH:19][c:20]([F:24])[cH:21][cH:22][cH:23]2)[c:8](-[c:11]2[cH:12][nH:13][c:14](=[O:17])[cH:15][cH:16]2)[c:9]1=[O:10].[CH3:34][S:35](=[O:36])[CH3:37].[I:32][CH3:33].[K+:30].[K+:31]>>[CH2:1]([CH:2]=[CH2:3])[n:4]1[c:5]([NH2:25])[n:6][c:7](-[c:18]2[cH:19][c:20]([F:24])[cH:21][cH:22][cH:23]2)[c:8](-[c:11]2[cH:12][n:13]([CH3:26])[c:14](=[O:17])[cH:15][cH:16]2)[c:9]1=[O:10]. Procedure details: N-(6-(4-chloro-2-methyl-phenoxy)-pyridin-3-yl)-2-nitro-benzamide (301 mg, 0.7 mmol) was dissolved in 95% ethanol (4 mL) and treated with 20% palladium hydroxide on carbon (Pearlman's catalyst, 50 mg) and subjected to a hydrogen atmosphere (40 psi) for 2 hours. The catalyst was removed by filtration and the solvents were removed in vacuo. The product was purified by chromatography on SiO2 using 1:1 ethyl acetate/hexanes as eluent. MS (m/z) 353/355 (M+H)+ ; C19H16N3O2Cl requires 353.8. Reactants: ClC1=CC(=C(OC2=CC=C(C=N2)NC(C2=C(C=CC=C2)[N+](=O)[O-])=O)C=C1)C (N-(6-(4-chloro-2-methyl-phenoxy)-pyridin-3-yl)-2-nitro-benzamide), [H][H] (hydrogen). Yields the product NC1=C(C(=O)NC=2C=NC(=CC2)OC2=C(C=C(C=C2)Cl)C)C=CC=C1 (2-Amino-N-(6-(4-chloro-2-methyl-phenoxy)-pyridin-3-yl)-benzamide). RXN SMILES: [Cl:1][C:2]1[CH:26]=[CH:25][C:5]([O:6][C:7]2[N:12]=[CH:11][C:10]([NH:13][C:14](=[O:24])[C:15]3[CH:20]=[CH:19][CH:18]=[CH:17][C:16]=3[N+:21]([O-])=O)=[CH:9][CH:8]=2)=[C:4]([CH3:27])[CH:3]=1.[H][H]>C(O)C.[OH-].[OH-].[Pd+2]>[NH2:21][C:16]1[CH:17]=[CH:18][CH:19]=[CH:20][C:15]=1[C:14]([NH:13][C:10]1[CH:11]=[N:12][C:7]([O:6][C:5]2[CH:25]=[CH:26][C:2]([Cl:1])=[CH:3][C:4]=2[CH3:27])=[CH:8][CH:9]=1)=[O:24] |f:3.4.5|. The reagents and catalysts are [OH-].[OH-].[Pd+2] (palladium hydroxide on carbon). The solvent is C(C)O (ethanol). Reactants: substituted benzyl amines, C(=O)([O-])[O-].[Na+].[Na+] (Na2CO3), N1[C@H](CCCC1)C(=O)NC1(CC1)C1=CC=C(C(=O)OC)C=C1 ((R)-methyl 4-(1-(piperidine-2-carboxamido)cyclopropyl)benzoate), FC(C=1C=C(CBr)C=CC1)(F)F (3-(trifluoromethyl)benzyl bromide). Yields the product FC(C=1C=C(CN2[C@H](CCCC2)C(=O)NC2(CC2)C2=CC=C(C(=O)OC)C=C2)C=CC1)(F)F ((R)-methyl 4-(1-(1-(3-(trifluoromethyl)benzyl)piperidine-2-carboxamido)cyclopropyl)benzoate). Yield: 103.2%. As a reaction SMILES: [NH:1]1[CH2:6][CH2:5][CH2:4][CH2:3][C@@H:2]1[C:7]([NH:9][C:10]1([C:13]2[CH:22]=[CH:21][C:16]([C:17]([O:19][CH3:20])=[O:18])=[CH:15][CH:14]=2)[CH2:12][CH2:11]1)=[O:8].[F:23][C:24]([F:34])([F:33])[C:25]1[CH:26]=[C:27]([CH:30]=[CH:31][CH:32]=1)[CH2:28]Br.C([O-])([O-])=O.[Na+].[Na+]>>[F:23][C:24]([F:33])([F:34])[C:25]1[CH:26]=[C:27]([CH:30]=[CH:31][CH:32]=1)[CH2:28][N:1]1[CH2:6][CH2:5][CH2:4][CH2:3][C@@H:2]1[C:7]([NH:9][C:10]1([C:13]2[CH:14]=[CH:15][C:16]([C:17]([O:19][CH3:20])=[O:18])=[CH:21][CH:22]=2)[CH2:12][CH2:11]1)=[O:8] |f:2.3.4|. Procedure details: The title compound (D26) (76 mg) was prepared according to the general procedure for substituted benzyl amines preparation starting from (R)-methyl 4-(1-(piperidine-2-carboxamido)cyclopropyl)benzoate (D13) (50 mg, 0.16 mmol) and 3-(trifluoromethyl)benzyl bromide (0.038 ml, 0.25 mmol). (Na2CO3: 2.5 eq; reaction time: 6 hrs; 60° C.) The reactants are NC1=NC(=C(C(=N1)N)O)CC (2,4-Diamino-6-ethyl-5-hydroxypyrimidine), O.[OH-].[Li+] (lithium hydroxide monohydrate), BrCCCOC1=C(OCCCC(=O)OCC)C=CC=C1 (ethyl 4-(2-(3-bromopropoxy)phenoxy)butanoate). The solvent is CN(C)C=O (DMF), CN(C)C=O (DMF), O (water). Run at temperature 25 celsius, time 1 hour. The product is NC1=NC(=C(C(=N1)N)OCCCOC1=C(C=CC=C1)OCCCC(=O)O)CC (2,4-diamino-6-ethyl-5-(3-(2-(3-carboxypropoxy)phenoxy)propoxy)pyrimidine). Yield: 59.0%. Reaction SMILES: [NH2:1][C:2]1[N:7]=[C:6]([NH2:8])[C:5]([OH:9])=[C:4]([CH2:10][CH3:11])[N:3]=1.O.[OH-].[Li+].Br[CH2:16][CH2:17][CH2:18][O:19][C:20]1[CH:34]=[CH:33][CH:32]=[CH:31][C:21]=1[O:22][CH2:23][CH2:24][CH2:25][C:26]([O:28]CC)=[O:27]>CN(C=O)C.O>[NH2:1][C:2]1[N:7]=[C:6]([NH2:8])[C:5]([O:9][CH2:16][CH2:17][CH2:18][O:19][C:20]2[CH:34]=[CH:33][CH:32]=[CH:31][C:21]=2[O:22][CH2:23][CH2:24][CH2:25][C:26]([OH:28])=[O:27])=[C:4]([CH2:10][CH3:11])[N:3]=1 |f:1.2.3|. Procedure: 2,4-Diamino-6-ethyl-5-hydroxypyrimidine (0.4625 g, 3 mmol) was added to a stirred solution of lithium hydroxide monohydrate (0.4406 g, 10.5 mmol) in DMF (4 mL) and the reaction mixture was stirred at 25° C. for 1 hour. A solution of ethyl 4-(2-(3-bromopropoxy)phenoxy)butanoate (1.0357 g, 3 mmol) in DMF (1 mL) was added and the reaction mixture was left stirring at 25° C. overnight. DMF was partially removed under reduced pressure to give residue. The residue was diluted with water and extracted ... Starting materials: C(C)(C)(C)N[Si](C1=CC=CC=C1)(C1=CC=CC=C1)Cl ((N-t-butylamino)(chloro)diphenylsilane), CC(=[CH-])C=C(C)C.[K+] (potassium 2,4-dimethylpentadienide). The solvent is C1CCOC1 (THF). Reaction conditions: time 8 hour. The product is C(C)(C)(C)N[Si](CC(=CC(=C)C)C)(C1=CC=CC=C1)C1=CC=CC=C1 ((N-t-butylamino)(diphenyl)(2,4-dimethyl-2,4-pentadien-1-yl) silane). As a reaction SMILES: [C:1]([NH:5][Si:6](Cl)([C:13]1[CH:18]=[CH:17][CH:16]=[CH:15][CH:14]=1)[C:7]1[CH:12]=[CH:11][CH:10]=[CH:9][CH:8]=1)([CH3:4])([CH3:3])[CH3:2].[CH3:20][C:21]([CH:23]=[C:24]([CH3:26])[CH3:25])=[CH-:22].[K+]>C1COCC1>[C:1]([NH:5][Si:6]([C:13]1[CH:18]=[CH:17][CH:16]=[CH:15][CH:14]=1)([C:7]1[CH:12]=[CH:11][CH:10]=[CH:9][CH:8]=1)[CH2:25][C:24]([CH3:26])=[CH:23][C:21]([CH3:22])=[CH2:20])([CH3:4])([CH3:3])[CH3:2] |f:1.2|. Procedure details: To a solution of 0.3238 g (1.12 mmol) of (N-t-butylamino)(chloro)diphenylsilane in 50 mL of THF was added 1.500 g (1.12 mmol) of potassium 2,4-dimethylpentadienide. The reaction mixture was stirred overnight. The solvent was removed, the residue was extracted with pentane and filtered. The pentane was removed in vacuo to give the product as a pale yellow oil. The yield was 0.3633 g 93.0%. 1H NMR (C6D6) δ 7.79 (m, 4H), 7.22 (m, 6H), 5.65 (s, 1H), 5.08 (s, 1H), 4.98 (s, 1H), 2.44 (s, 2H), 1.84 (s,...